Dataset: the Open Reaction Database (ORD), a public repository of structured organic reaction records. Task: describe an organic reaction: reactants, conditions, products, and yield Reactants: C(C)(C)(C)OC([C@H]1NCCC1)=O (L-Proline tert-Butyl Ester), CC(C)([O-])C.[Na+] (Sodium tert-butoxide), [Br-] (bromide), BrC1=CC2=C(C=3N(CCO2)C=C(N3)C3=NC=NN3C(C)C)C=C1 (9-bromo-2-(1-isopropyl-1H-1,2,4-triazol-5-yl)-5,6-dihydrobenzo[f]imidazo[1,2-d][1,4]oxazepine), C(C)(C)(C)OC([C@H]1NCCC1)=O (L-Proline tert-Butyl Ester), CC(C)([O-])C.[Na+] (Sodium tert-butoxide), C1(=CC=CC=C1)C (Toluene). Reagents/catalysts: CC(C)([P](C(C)(C)C)([Pd][P](C(C)(C)C)(C(C)(C)C)C(C)(C)C)C(C)(C)C)C (Bis(tri-t-butylphosphine)palladium). Run at temperature 95 celsius. Yields the product C(C)(C)N1N=CN=C1C=1N=C2N(CCOC3=C2C=CC(=C3)N3[C@@H](CCC3)C(=O)OC(C)(C)C)C1 ((S)-tert-butyl 1-(2-(1-isopropyl-1H-1,2,4-triazol-5-yl)-5,6-dihydrobenzo[f]imidazo[1,2-d][1,4]oxazepin-9-yl)pyrrolidine-2-carboxylate). As a reaction SMILES: Br[C:2]1[CH:23]=[CH:22][C:5]2[C:6]3[N:7]([CH:11]=[C:12]([C:14]4[N:18]([CH:19]([CH3:21])[CH3:20])[N:17]=[CH:16][N:15]=4)[N:13]=3)[CH2:8][CH2:9][O:10][C:4]=2[CH:3]=1.[C:24]([O:28][C:29](=[O:35])[C@@H:30]1[CH2:34][CH2:33][CH2:32][NH:31]1)([CH3:27])([CH3:26])[CH3:25].CC(C)([O-])C.[Na+].C1(C)C=CC=CC=1.[Br-]>CC(C)([P](C(C)(C)C)([Pd][P](C(C)(C)C)(C(C)(C)C)C(C)(C)C)C(C)(C)C)C>[CH:19]([N:18]1[C:14]([C:12]2[N:13]=[C:6]3[C:5]4[CH:22]=[CH:23][C:2]([N:31]5[CH2:32][CH2:33][CH2:34][C@H:30]5[C:29]([O:28][C:24]([CH3:27])([CH3:26])[CH3:25])=[O:35])=[CH:3][C:4]=4[O:10][CH2:9][CH2:8][N:7]3[CH:11]=2)=[N:15][CH:16]=[N:17]1)([CH3:21])[CH3:20] |f:2.3,^1:52,58|. Reported procedure: A degassed mixture of 374 mg, (1.00 mmol) of 9-bromo-2-(1-isopropyl-1H-1,2,4-triazol-5-yl)-5,6-dihydrobenzo[f]imidazo[1,2-d][1,4]oxazepine 194, 342.5 mg, (2.000 mmol) of L-Proline tert-Butyl Ester, 26 mg, (0.050 mmol) of Bis(tri-t-butylphosphine)palladium and 192 mg, (2.00 mmol) of Sodium tert-butoxide in Toluene (10.0 mL, 93.9 mmol) was heated at 95° C. for 24 hours. The same quantity of L-Proline tert-Butyl Ester, Sodium tert-butoxide and the catalyst were added and the mixture was heated for ... Reactants: C(C)[SiH](CC)CC (triethylsilane), C(C)(C)(C)OC(N(C1=NC=C(C=C1)C(C1=CN(C=2N=CN=CC21)[Si](C(C)C)(C(C)C)C(C)C)O)CC2=CC=C(C=C2)Cl)=O ((4-chloro-benzyl)-{5-[hydroxy-(7-triisopropylsilanyl-7H-pyrrolo[2,3-d]pyrimidin-5-yl)-methyl]-pyridin-2-yl}-carbamic acid tert-butyl ester), FC(C(=O)O)(F)F (trifluoroacetic acid). Run in C(C)#N (acetonitrile). Run at temperature 80 celsius, time 8 hour. Product: ClC1=CC=C(CNC2=NC=C(C=C2)CC2=CNC=3N=CN=CC32)C=C1 ((4-chloro-benzyl)-[5-(7H-pyrrolo[2,3-d]pyrimidin-5-ylmethyl)-pyridin-2-yl]-amine). Reaction SMILES: C(OC(=O)[N:7]([CH2:35][C:36]1[CH:41]=[CH:40][C:39]([Cl:42])=[CH:38][CH:37]=1)[C:8]1[CH:13]=[CH:12][C:11]([CH:14](O)[C:15]2[C:23]3[CH:22]=[N:21][CH:20]=[N:19][C:18]=3[N:17]([Si](C(C)C)(C(C)C)C(C)C)[CH:16]=2)=[CH:10][N:9]=1)(C)(C)C.C([SiH](CC)CC)C.FC(F)(F)C(O)=O>C(#N)C>[Cl:42][C:39]1[CH:40]=[CH:41][C:36]([CH2:35][NH:7][C:8]2[CH:13]=[CH:12][C:11]([CH2:14][C:15]3[C:23]4[CH:22]=[N:21][CH:20]=[N:19][C:18]=4[NH:17][CH:16]=3)=[CH:10][N:9]=2)=[CH:37][CH:38]=1. Reported procedure: (4-Chloro-benzyl)-5-[hydroxy-(7-triisopropylsilanyl-7H-pyrrolo[2,3-d]pyrimidin-5-yl)-methyl]-pyridin-2-yl-carbamic acid tert-butyl ester (43, 0.1 g, 0.16 mmol) was dissolved in 5 mL of acetonitrile and triethylsilane (0.25 mL, 1.6 mmol) was added followed by trifluoroacetic acid (0.12 mL, 1.6 mmol). The reaction was stirred overnight at 80° C., then cooled and concentrated under vacuum. Ethyl acetate was added and the mixture was washed with 1 M potassium carbonate and brine. The organic portion...